From a dataset of the Open Reaction Database (ORD), a public repository of structured organic reaction records. describe an organic reaction: reactants, conditions, products, and yield Starting materials: disuccinate, C1CCOC1 (THF), O (water), FC1=C2C(=CC(=NC2=C(C=C1)N1CCC(CC1)N1CCN(CC1)C=1C=C(C=C2C=CC=NC12)OC)C(F)(F)F)OC (5-fluoro-4-methoxy-8-(4-(4-(6-methoxy-quinolin-8-yl)-piperazin-1-yl)-piperidin-1-yl)-2-trifluoromethyl-quinoline), CC(=O)C (acetone). Product: C(CCC(=O)O)(=O)O.C(CCC(=O)O)(=O)O.FC1=C2C(=CC(=NC2=C(C=C1)N1CCC(CC1)N1CCN(CC1)C=1C=C(C=C2C=CC=NC12)OC)C(F)(F)F)OC (5-Fluoro-4-methoxy-8-(4-(4-(6-methoxy-quinolin-8-yl)-piperazin-1-yl)-piperidin-1-yl)-2-trifluoromethyl-quinoline disuccinate salt). Reaction SMILES: [F:1][C:2]1[CH:11]=[CH:10][C:9]([N:12]2[CH2:17][CH2:16][CH:15]([N:18]3[CH2:23][CH2:22][N:21]([C:24]4[CH:25]=[C:26]([O:34][CH3:35])[CH:27]=[C:28]5[C:33]=4[N:32]=[CH:31][CH:30]=[CH:29]5)[CH2:20][CH2:19]3)[CH2:14][CH2:13]2)=[C:8]2[C:3]=1[C:4]([O:40][CH3:41])=[CH:5][C:6]([C:36]([F:39])([F:38])[F:37])=[N:7]2.C[C:43]([CH3:45])=[O:44].C1C[O:49][CH2:48][CH2:47]1.[OH2:51]>>[C:43]([OH:44])(=[O:49])[CH2:45][CH2:25][C:26]([OH:34])=[O:51].[C:43]([OH:44])(=[O:34])[CH2:45][CH2:47][C:48]([OH:49])=[O:51].[F:1][C:2]1[CH:11]=[CH:10][C:9]([N:12]2[CH2:13][CH2:14][CH:15]([N:18]3[CH2:23][CH2:22][N:21]([C:24]4[CH:25]=[C:26]([O:34][CH3:35])[CH:27]=[C:28]5[C:33]=4[N:32]=[CH:31][CH:30]=[CH:29]5)[CH2:20][CH2:19]3)[CH2:16][CH2:17]2)=[C:8]2[C:3]=1[C:4]([O:40][CH3:41])=[CH:5][C:6]([C:36]([F:37])([F:39])[F:38])=[N:7]2 |f:4.5.6|. Reported procedure: The weight of the resulting product was 311 g, or about 91.6% yield. NMR analysis indicated that the compound was the disuccinate salt form of 5-fluoro-4-methoxy-8-(4-(4-(6-methoxy-quinolin-8-yl)-piperazin-1-yl)-piperidin-1-yl)-2-trifluoromethyl-quinoline. In addition, residual solvents were found at concentrations of 0.047% for acetone, 0.027% for THF, and 0.14% for water. The reactants are C(C)(=O)O[C@]1(C(C)=O)CC[C@H]2[C@@H]3CC(C4=CC(CC([C@]4(C)[C@H]3CC[C@]12C)CCl)=O)=C (17-acetoxy-1-chloromethyl-6-methylene-4-pregnene-3,20-dione). The reagents and catalysts are [Pd] (Pd/C). Run in C1=CCCCC1 (cyclohexene), C(C)O (ethanol). Conditions: temperature 80 celsius, time 1 hour. Yields the product C(C)(=O)O[C@]1(C(C)=O)CC[C@H]2[C@@H]3C[C@@H](C4=CC([C@H]5[C@@H]([C@]4(C)[C@H]3CC[C@]12C)C5)=O)C (17α-Acetoxy-6α-methyl-1α,2α-methylene-4-pregnene-3,20-dione). RXN SMILES: [C:1]([O:4][C@:5]1([C@:25]2([CH3:26])[C@H:11]([C@H:12]3[C@H:22]([CH2:23][CH2:24]2)[C@:20]2([CH3:21])[C:15](=[CH:16][C:17](=[O:29])[CH2:18][CH:19]2[CH2:27]Cl)[C:14](=[CH2:30])[CH2:13]3)[CH2:10][CH2:9]1)[C:6](=[O:8])[CH3:7])(=[O:3])[CH3:2]>C1CCCCC=1.C(O)C.[Pd]>[C:1]([O:4][C@:5]1([C@:25]2([CH3:26])[C@H:11]([C@H:12]3[C@H:22]([CH2:23][CH2:24]2)[C@:20]2([CH3:21])[C:15](=[CH:16][C:17](=[O:29])[C@@H:18]4[CH2:27][C@@H:19]42)[C@@H:14]([CH3:30])[CH2:13]3)[CH2:10][CH2:9]1)[C:6](=[O:8])[CH3:7])(=[O:3])[CH3:2]. Procedure details: A suspension of 533 mg of 10% Pd/C in 31 ml of cyclohexene and 46 ml of ethanol is stirred for one hour at 80° C. bath temperature. To this mixture is added 7.5 g of 17-acetoxy-1-chloromethyl-6-methylene-4-pregnene-3,20-dione and the mixture is further stirred for 18 hours at 80° C. Subsequently the catalyst is suctioned off, washed with warm ethanol, and the filtrate is combined with 7 ml of concentrated hydrochloric acid. The mixture is concentrated to one-third of the reaction volume and pour...